describe an organic reaction: reactants, conditions, products, and yield From a dataset of the Open Reaction Database (ORD), a public repository of structured organic reaction records. Starting materials: CCOC(=O)C.CCCCCC (EtOAc Hexane), C(C1=CC=CC=C1)OC1=C(C(=C(C=C1)Br)C)[N+](=O)[O-] (1-Benzyloxy-4-bromo-3-methyl-2-nitro-benzene), C(C1=CC=CC=C1)OC1=C(C(=C(C=C1)Br)C)[N+](=O)[O-] (1-Benzyloxy-4-bromo-3-methyl-2-nitro-benzene), CN(C)C(OC)OC (DMFDMA), N1CCCC1 (pyrrolidine). Solvent: CN(C)C=O (DMF). The product is C(C1=CC=CC=C1)OC=1C(=C(C(=CC1)Br)/C=C/N1CCCC1)[N+](=O)[O-] (1-{(E)-2-[3-(Benzyloxy)-6-bromo-2-nitrophenyl]vinyl}pyrrolidine). Reaction SMILES: [CH2:1]([O:8][C:9]1[CH:14]=[CH:13][C:12]([Br:15])=[C:11]([CH3:16])[C:10]=1[N+:17]([O-:19])=[O:18])[C:2]1[CH:7]=[CH:6][CH:5]=[CH:4][CH:3]=1.[CH3:20][N:21]([CH:23](OC)OC)[CH3:22].N1CC[CH2:30][CH2:29]1.CCOC(C)=O.CCCCCC>CN(C=O)C>[CH2:1]([O:8][C:9]1[C:10]([N+:17]([O-:19])=[O:18])=[C:11](/[CH:16]=[CH:20]/[N:21]2[CH2:23][CH2:30][CH2:29][CH2:22]2)[C:12]([Br:15])=[CH:13][CH:14]=1)[C:2]1[CH:7]=[CH:6][CH:5]=[CH:4][CH:3]=1 |f:3.4|. Reported procedure: 1-Benzyloxy-4-bromo-3-methyl-2-nitro-benzene (20 g, 62.1 mmol; Intermediate 81) was dissolved in DMF. DMFDMA (9.93 ml, 74.5 mmol) and pyrrolidine (6.22 ml, 74.5 mmol) was added. The solution was heated at 110° under nitrogen. TLC (EtOAc/Hexane 1/3) indicated that the starting material was consumed after 2 h. The heating was turned off. The reaction mixture was allowed to adopt room temperature, and was left over night. The solution was evaporated and the residue solidified on standing in the ref... Reactants: C(C1=CC=CC=C1)OCC1=C(C(=NC=2N1N=CN2)O)CC2=CC=C(C=C2)C2=C(C=CC=C2)C#N (7-Benzyloxymethyl-6-[(2'-cyanobiphenyl-4-yl)methyl]-5-hydroxy-1,2,4-triazolo[1,5-a]-pyrimidine). The reagents and catalysts are [Pd] (palladium-on-charcoal). Run in C(C)(=O)O (acetic acid). The product is starting material, C(#N)C1=C(C=CC=C1)C1=CC=C(C=C1)CC=1C(=NC=2N(C1CO)N=CN2)O (6-[(2'-cyanobiphenyl-4-yl)methyl]-5-hydroxy-7-hydroxymethyl-1,2,4-triazolo[1,5-a]pyrimidine). Yield: 30.6%. RXN SMILES: C([O:8][CH2:9][C:10]1[N:15]2[N:16]=[CH:17][N:18]=[C:14]2[N:13]=[C:12]([OH:19])[C:11]=1[CH2:20][C:21]1[CH:26]=[CH:25][C:24]([C:27]2[CH:32]=[CH:31][CH:30]=[CH:29][C:28]=2[C:33]#[N:34])=[CH:23][CH:22]=1)C1C=CC=CC=1>C(O)(=O)C.[Pd]>[C:33]([C:28]1[CH:29]=[CH:30][CH:31]=[CH:32][C:27]=1[C:24]1[CH:23]=[CH:22][C:21]([CH2:20][C:11]2[C:12]([OH:19])=[N:13][C:14]3[N:15]([N:16]=[CH:17][N:18]=3)[C:10]=2[CH2:9][OH:8])=[CH:26][CH:25]=1)#[N:34]. Procedure: A solution of 9 g of the compounds prepared in Example 43 in 360 ml of acetic acid is reduced by catalytic hydrogenation in the presence of 1.8 g of 5% palladium-on-charcoal. The reaction is carried out at atmospheric pressure and at 50° C. The catalyst is filtered off on Celite 545 and washed with acetic acid and the filtrate is concentrated and then purified by chromatography on silica gel (eluent: chloroform 95%/methanol 5%) to give 4.5 g of the starting material and 2.2 g of 6-[(2'-cyanobiph... The reactants are [N+](=O)([O-])C=1C=CC(=NC1)N1CCN(CC1)C(=O)OC(C)(C)C (tert-butyl 4-(5-nitropyridin-2-yl)piperazine-1-carboxylate), C(C)(=O)O (acetic acid). Reagents/catalysts: [Fe] (iron). Solvent: CO (methanol). The product is NC=1C=CC(=NC1)N1CCN(CC1)C(=O)OC(C)(C)C (tert-Butyl 4-(5-aminopyridin-2-yl)piperazine-1-carboxylate). Yield: 71.0%. RXN SMILES: [N+:1]([C:4]1[CH:5]=[CH:6][C:7]([N:10]2[CH2:15][CH2:14][N:13]([C:16]([O:18][C:19]([CH3:22])([CH3:21])[CH3:20])=[O:17])[CH2:12][CH2:11]2)=[N:8][CH:9]=1)([O-])=O.C(O)(=O)C>CO.[Fe]>[NH2:1][C:4]1[CH:5]=[CH:6][C:7]([N:10]2[CH2:15][CH2:14][N:13]([C:16]([O:18][C:19]([CH3:22])([CH3:21])[CH3:20])=[O:17])[CH2:12][CH2:11]2)=[N:8][CH:9]=1. Procedure details: A mixture of tert-butyl 4-(5-nitropyridin-2-yl)piperazine-1-carboxylate (0.5 g, 1.62 mmol), iron powder (0.35 g, 6.26 mmol), acetic acid (0.72 mL, 11.34 mmol) in methanol (6 mL) is heated at 66 C for 1 h. After it is evaporated to dryness, ethyl acetate is added, and then the mixture is filtered through a pad of Celite. The filtrate is evaporated to yield 0.32 g (72%) of the title compound as an orange gum. NMR (CDCl3) spectrum of the product showed it is pure. Reactants: O=C([O-])[O-], C[Si](C)(C)C#N, CC(C)(O)c1ccc(CNC(=O)c2cc(Cl)cnc2Oc2ccc(F)cc2)cc1, ClCCl, [F-], [K+], [K+], [K+], O, O, O, Cl[Sn](Cl)(Cl)Cl. The product is CC(C)(C#N)c1ccc(CNC(=O)c2cc(Cl)cnc2Oc2ccc(F)cc2)cc1. RXN SMILES: [C:41](=[O:42])([O-:43])[O-:44].[CH3:30][Si:31]([CH3:32])([CH3:33])[C:34]#[N:35].[Cl:1][c:2]1[cH:3][n:4][c:5]([O:22][c:23]2[cH:24][cH:25][c:26]([F:29])[cH:27][cH:28]2)[c:6]([C:7](=[O:8])[NH:9][CH2:10][c:11]2[cH:12][cH:13][c:14]([C:17]([CH3:18])([CH3:19])[OH:20])[cH:15][cH:16]2)[cH:21]1.[Cl:51][CH2:52][Cl:53].[F-:49].[K+:45].[K+:46].[K+:50].[OH2:47].[OH2:48].[OH2:54].[Sn:36]([Cl:37])([Cl:38])([Cl:39])[Cl:40]>>[Cl:1][c:2]1[cH:3][n:4][c:5]([O:22][c:23]2[cH:24][cH:25][c:26]([F:29])[cH:27][cH:28]2)[c:6]([C:7](=[O:8])[NH:9][CH2:10][c:11]2[cH:12][cH:13][c:14]([C:17]([CH3:18])([CH3:19])[C:34]#[N:35])[cH:15][cH:16]2)[cH:21]1. Reactants: C(C)(=O)OC(C#N)=C (α-acetoxyacrylonitrile), C1=CC=CCC1 (1,3-cyclohexadiene). Run in C(Cl)Cl (DCM). Conditions: temperature 90 celsius, time 2 day. Product: C12C(CC(C=C1)CC2)=O (rac-(1R*,4R*)-bicyclo[2.2.2]oct-5-en-2-one). Isolated yield 20.5%. RXN SMILES: C([O:4][C:5](=[CH2:8])[C:6]#N)(=O)C.[CH:9]1[CH2:14][CH2:13]C=[CH:11][CH:10]=1>C(Cl)Cl>[CH:6]12[CH2:13][CH2:14][CH:9]([CH:10]=[CH:11]1)[CH2:4][C:5]2=[O:8]. Procedure details: A mixture of 7.0 g of α-acetoxyacrylonitrile and 3.2 g of 1,3-cyclohexadiene was heated in a closed microwave tube at 90° C. for 24 h. The obtained brown oil was taken up in DCM and evaporated. The crude mixture was washed over a pad of Celite (2 cm) using 300 mL of Hept-EtOAc (9:1) and then concentrated in vacuo. The yellow oil was redissolved in 10 mL DMSO and 3.2 g of KOH, dissolved in 5 mL water, was carefully added. The resulting black mixture was stirred for 2 d at rt, diluted with water a... Reactants: ClC1CCC(CN1C(=O)OC(C)(C)C)C1=CC(=C2C(=NC=NN21)N)C2=CC(=C(C=C2)OC2=CC(=CC=C2)Cl)OC (tert-butyl 6-chloro-3-(4-amino-5-(4-(3-chlorophenoxy)-3-methoxyphenyl)pyrrolo[2,1-f][1,2,4]triazin-7-yl)piperidine-1-carboxylate), C(Cl)Cl (DCM), C(=O)(C(F)(F)F)O (TFA), C(C)(=O)OCC.CCCCCC (ethyl acetate hexane). Conditions: time 2 hour. Product: ClC=1C(=C2C(=NC=NN2C1C1CNCCC1)N)C1=CC(=C(C=C1)OC1=CC(=CC=C1)Cl)OC (6-chloro-5-(4-(3-chlorophenoxy)-3-methoxyphenyl)-7-(piperidin-3-yl)pyrrolo[2,1-f][1,2,4]triazin-4-amine). RXN SMILES: Cl[CH:2]1[N:7](C(OC(C)(C)C)=O)[CH2:6][CH:5]([C:15]2[N:23]3[C:18]([C:19]([NH2:24])=[N:20][CH:21]=[N:22]3)=[C:17]([C:25]3[CH:30]=[CH:29][C:28]([O:31][C:32]4[CH:37]=[CH:36][CH:35]=[C:34]([Cl:38])[CH:33]=4)=[C:27]([O:39][CH3:40])[CH:26]=3)[CH:16]=2)[CH2:4][CH2:3]1.C(O)(C(F)(F)F)=O.C(OCC)(=O)C.CCCCCC.C(Cl)[Cl:61]>>[Cl:61][C:16]1[C:17]([C:25]2[CH:30]=[CH:29][C:28]([O:31][C:32]3[CH:37]=[CH:36][CH:35]=[C:34]([Cl:38])[CH:33]=3)=[C:27]([O:39][CH3:40])[CH:26]=2)=[C:18]2[N:23]([C:15]=1[CH:5]1[CH2:4][CH2:3][CH2:2][NH:7][CH2:6]1)[N:22]=[CH:21][N:20]=[C:19]2[NH2:24] |f:2.3|. Reported procedure: The compound (40 mg, 0.068 mmol) prepared in Example 30 was taken up in DCM and treated with TFA (0.5 mL). The reaction was stirred for 2 hours and monitored by TLC (1:1 ethyl acetate/hexane). The solvent was removed under vacuum and the residue was taken up in ethyl acetate and the organic layer was washed with 1N sodium hydroxide. The aqueous layer was extracted with ethyl acetate and the combined organic layers were washed with water, brine and dried over anhydrous sodium sulfate. The solutio... Starting materials: CCC(CC)c1cc(C)nn2c(-c3sc(Br)nc3Br)c(C)nc12, C1CCOC1, [Li]CCCC, O. Yields the product CCC(CC)c1cc(C)nn2c(-c3scnc3Br)c(C)nc12. As a reaction SMILES: [Br:1][c:2]1[s:3][c:4](-[c:8]2[c:9]([CH3:23])[n:10][c:11]3[n:12]2[n:13][c:14]([CH3:22])[cH:15][c:16]3[CH:17]([CH2:18][CH3:19])[CH2:20][CH3:21])[c:5]([Br:7])[n:6]1.[CH2:30]1[O:31][CH2:32][CH2:33][CH2:34]1.[CH3:24][CH2:25][CH2:26][CH2:27][Li:28].[OH2:29]>>[cH:2]1[s:3][c:4](-[c:8]2[c:9]([CH3:23])[n:10][c:11]3[n:12]2[n:13][c:14]([CH3:22])[cH:15][c:16]3[CH:17]([CH2:18][CH3:19])[CH2:20][CH3:21])[c:5]([Br:7])[n:6]1.